From a dataset of the Open Reaction Database (ORD), a public repository of structured organic reaction records. describe an organic reaction: reactants, conditions, products, and yield Starting materials: CC(C)(C)c1ccc2c(c1)CCC2=O, CS(=O)(=O)O, ClCCl, [N-]=[N+]=[N-], [Na+]. Yields the product CC(C)(C)c1ccc2c(c1)CCNC2=O. RXN SMILES: [C:1]([CH3:2])([CH3:3])([CH3:4])[c:5]1[cH:6][c:7]2[c:11]([cH:12][cH:13]1)[C:10](=[O:14])[CH2:9][CH2:8]2.[CH3:15][S:16](=[O:17])(=[O:18])[OH:19].[Cl:24][CH2:25][Cl:26].[N-:21]=[N+:22]=[N-:23].[Na+:20]>>[C:1]([CH3:2])([CH3:3])([CH3:4])[c:5]1[cH:6][c:7]2[c:11]([cH:12][cH:13]1)[C:10](=[O:14])[NH:21][CH2:9][CH2:8]2. Starting materials: acid anhydride THF, C1(CC1)C=1C=C(C=CC1S(=O)(=O)C1CC1)C(C(=O)O)C[C@@H]1CC2(O[C@@H]([C@H](O2)C2=CC=CC=C2)C2=CC=CC=C2)CC1 (2-[3-cyclopropyl-4-(cyclopropylsulfonyl)phenyl]-3-[(2R,3R,7R)-2,3-diphenyl-1,4-dioxaspiro[4.4]non-7-yl]propionic acid), CC(C(=O)Cl)(C)C (2,2-dimethylpropanoyl chloride), C(C1=CC=CC=C1)[C@H]1NC(OC1)=O ((4R)-4-benzyl-1,3-oxazolidin-2-one), C(CCC)[Li].CCCCCC (n-butyl lithium hexane), [OH-].[Na+] (Sodium hydroxide). Run in C1CCOC1 (THF), C(C)N(CC)CC (triethylamine), C1CCOC1 (THF). Conditions: time 1 hour. Product: C(C1=CC=CC=C1)[C@H]1N(C(OC1)=O)C(C(C[C@@H]1CC2(O[C@@H]([C@H](O2)C2=CC=CC=C2)C2=CC=CC=C2)CC1)C1=CC(=C(C=C1)S(=O)(=O)C1CC1)C1CC1)=O ((4R)-4-benzyl-3-{2-[3-cyclopropyl-4-(cyclopropylsulfonyl)phenyl]-3-[(2R,3R,7R)-2,3-diphenyl-1,4-dioxaspiro[4.4]non-7-yl]propanoyl}-1,3-oxazolidin-2-one). The yield is 79.6%. As a reaction SMILES: [CH:1]1([C:4]2[CH:5]=[C:6]([CH:16]([CH2:20][C@H:21]3[CH2:41][CH2:40][C:23]4([O:27][C@H:26]([C:28]5[CH:33]=[CH:32][CH:31]=[CH:30][CH:29]=5)[C@@H:25]([C:34]5[CH:39]=[CH:38][CH:37]=[CH:36][CH:35]=5)[O:24]4)[CH2:22]3)[C:17](O)=[O:18])[CH:7]=[CH:8][C:9]=2[S:10]([CH:13]2[CH2:15][CH2:14]2)(=[O:12])=[O:11])[CH2:3][CH2:2]1.CC(C)(C)C(Cl)=O.[CH2:49]([C@@H:56]1[CH2:60][O:59][C:58](=[O:61])[NH:57]1)[C:50]1[CH:55]=[CH:54][CH:53]=[CH:52][CH:51]=1.C([Li])CCC.CCCCCC.[OH-].[Na+]>C1COCC1.C(N(CC)CC)C>[CH2:49]([C@@H:56]1[CH2:60][O:59][C:58](=[O:61])[N:57]1[C:17](=[O:18])[CH:16]([C:6]1[CH:7]=[CH:8][C:9]([S:10]([CH:13]2[CH2:15][CH2:14]2)(=[O:12])=[O:11])=[C:4]([CH:1]2[CH2:2][CH2:3]2)[CH:5]=1)[CH2:20][C@H:21]1[CH2:41][CH2:40][C:23]2([O:27][C@H:26]([C:28]3[CH:29]=[CH:30][CH:31]=[CH:32][CH:33]=3)[C@@H:25]([C:34]3[CH:39]=[CH:38][CH:37]=[CH:36][CH:35]=3)[O:24]2)[CH2:22]1)[C:50]1[CH:51]=[CH:52][CH:53]=[CH:54][CH:55]=1 |f:3.4,5.6|. Procedure details: To a solution of 2-[3-cyclopropyl-4-(cyclopropylsulfonyl)phenyl]-3-[(2R,3R,7R)-2,3-diphenyl-1,4-dioxaspiro[4.4]non-7-yl]propionic acid (70.8 g) in THF (350 mL) were added triethylamine (21 mL) and 2,2-dimethylpropanoyl chloride (19 mL) at an internal temperature of 11° C. or lower under ice-cooling, followed by stirring at room temperature for 1 hour. In another vessel, to a solution of (4R)-4-benzyl-1,3-oxazolidin-2-one (26.3 g) in THF (200 mL) was added 2.64 M n-butyl lithium/hexane solution (...